This data is from the Open Reaction Database (ORD), a public repository of structured organic reaction records. The task is: describe an organic reaction: reactants, conditions, products, and yield Reactants: C1CCOC1, OCCN(CCc1cccnc1Cl)Cc1ccccc1, [H-], [Na+], O. The product is c1ccc(CN2CCOc3ncccc3CC2)cc1. Reaction SMILES: [CH2:24]1[O:25][CH2:26][CH2:27][CH2:28]1.[CH2:3]([c:4]1[cH:5][cH:6][cH:7][cH:8][cH:9]1)[N:10]([CH2:11][CH2:12][OH:13])[CH2:14][CH2:15][c:16]1[c:17]([Cl:22])[n:18][cH:19][cH:20][cH:21]1.[H-:1].[Na+:2].[OH2:23]>>[CH2:3]([c:4]1[cH:5][cH:6][cH:7][cH:8][cH:9]1)[N:10]1[CH2:11][CH2:12][O:13][c:17]2[c:16]([cH:21][cH:20][cH:19][n:18]2)[CH2:15][CH2:14]1. Reactants: BrC1=C2CNC(C2=CC(=C1)O)=O (4-bromo-6-hydroxy-1-isoindolinone), C(=O)([O-])[O-].[Cs+].[Cs+] (Cs2CO3), COCCBr (2-bromoethyl methyl ether). Solvent: CN(C)C=O (DMF). Conditions: time 8 hour. Yields the product BrC1=C2CNC(C2=CC(=C1)OCCOC)=O (4-bromo-6-(2-methoxyethoxy)-1-isoindolinone). Yield: 101.7%. Reaction SMILES: [Br:1][C:2]1[CH:10]=[C:9]([OH:11])[CH:8]=[C:7]2[C:3]=1[CH2:4][NH:5][C:6]2=[O:12].C([O-])([O-])=O.[Cs+].[Cs+].[CH3:19][O:20][CH2:21][CH2:22]Br>CN(C=O)C>[Br:1][C:2]1[CH:10]=[C:9]([O:11][CH2:22][CH2:21][O:20][CH3:19])[CH:8]=[C:7]2[C:3]=1[CH2:4][NH:5][C:6]2=[O:12] |f:1.2.3|. Procedure details: A mixture of Example 104B (100 mg, 0.44 mmol), Cs2CO3 (163 mg, 0.5 mmol) and 2-bromoethyl methyl ether (0.045 mL, 0.46 mmol) in DMF (2.2 mL) was warmed to 60° C. for 4 hours, stirred at room temperature overnight, and partitioned between water and ethyl acetate. The organic phase was dried (Na2SO4), filtered, and concentrated to give 128 mg of the desired product. MS (ESI(+)) m/e 286,288 (M+H)+. Starting materials: ClC1=NC=C(C(=O)N)C=C1 (6-chloronicotinamide), N1CC(CC1)O (pyrrolidin-3-ol), C(=O)([O-])[O-].[K+].[K+] (K2CO3). Run in CN(C)C=O (DMF). Reaction conditions: temperature 125 celsius, time 24 hour. Yields the product OC1CN(CC1)C1=NC=C(C(=O)N)C=C1 (6-(3-hydroxypyrrolidin-1-yl)nicotinamide). The yield is 70.0%. Reaction SMILES: Cl[C:2]1[CH:10]=[CH:9][C:5]([C:6]([NH2:8])=[O:7])=[CH:4][N:3]=1.[NH:11]1[CH2:15][CH2:14][CH:13]([OH:16])[CH2:12]1.C([O-])([O-])=O.[K+].[K+]>CN(C=O)C>[OH:16][CH:13]1[CH2:14][CH2:15][N:11]([C:2]2[CH:10]=[CH:9][C:5]([C:6]([NH2:8])=[O:7])=[CH:4][N:3]=2)[CH2:12]1 |f:2.3.4|. Reported procedure: To a solution of 6-chloronicotinamide (0.16 g, 1 mmol) and pyrrolidin-3-ol (0.87 g, 1 mmol) in DMF (5 ml) was added K2CO3 (0.41 g, 3 mmol). The resulting solution was stirred under nitrogen at 125° C. for 24 h, and then allowed to cool to ambient temperature. The reaction mixture was then filtered and the filter cake was washed with ethyl acetate. The combined filtrates were concentrated to afford the title compound (0.145 g, 70%) as a yellow solid. [LCMS RtA=1.23 min, [M+H]+=208.1]. Reactants: [Al+3], COc1ccccc1OC, [Cl-], [Cl-], [Cl-], O=C(Cl)CCCl. Product: COc1ccc(C(=O)CCCl)cc1OC. Reaction SMILES: [Al+3:18].[CH3:7][O:8][c:9]1[cH:10][cH:11][cH:12][cH:13][c:14]1[O:15][CH3:16].[Cl-:17].[Cl-:19].[Cl-:20].[Cl:1][CH2:2][CH2:3][C:4](=[O:5])[Cl:6]>>[Cl:1][CH2:2][CH2:3][C:4](=[O:5])[c:12]1[cH:11][cH:10][c:9]([O:8][CH3:7])[c:14]([O:15][CH3:16])[cH:13]1. The reactants are C(C)(C)(C)OC(NC1=C(C=C(C=C1)C1=C(C=CC=C1)F)NC(CC(C1=CC(=CC=C1)N1N=NC=C1)=O)=O)=O ({2′-fluoro-3-[3-oxo-3-(3-[1,2,3]triazol-1-yl-phenyl)-propionylamino]-biphenyl-4-yl}-carbamic acid tert.-butyl ester), C(=O)(C(F)(F)F)O (TFA). Run in C(Cl)Cl (CH2Cl2). Product: FC1=CC=C(C=C1)C=1C=CC2=C(NC(CC(=N2)C2=CC(=CC=C2)N2N=NC=C2)=O)C1 (8-(4-Fluoro-phenyl)-4-(3-[1,2,3]triazol-1-yl-phenyl)-1,3-dihydro-benzo[b][1,4]diazepin-2-one). As a reaction SMILES: C(OC(=O)[NH:7][C:8]1[CH:13]=[CH:12][C:11]([C:14]2[CH:19]=CC=[CH:16][C:15]=2F)=[CH:10][C:9]=1[NH:21][C:22](=[O:37])[CH2:23][C:24](=O)[C:25]1[CH:30]=[CH:29][CH:28]=[C:27]([N:31]2[CH:35]=[CH:34][N:33]=[N:32]2)[CH:26]=1)(C)(C)C.[C:39](O)([C:41]([F:44])(F)F)=O>C(Cl)Cl>[F:44][C:41]1[CH:39]=[CH:19][C:14]([C:11]2[CH:12]=[CH:13][C:8]3[N:7]=[C:24]([C:25]4[CH:30]=[CH:29][CH:28]=[C:27]([N:31]5[CH:35]=[CH:34][N:33]=[N:32]5)[CH:26]=4)[CH2:23][C:22](=[O:37])[NH:21][C:9]=3[CH:10]=2)=[CH:15][CH:16]=1. Reported procedure: Prepared from {2′-fluoro-3-[3-oxo-3-(3-[1,2,3]triazol-1-yl-phenyl)-propionylamino]-biphenyl-4-yl}-carbamic acid tert.-butyl ester (Example K81) by treatment with TFA in CH2Cl2 according to the general procedure M. Obtained as a light yellow solid (29 mg). The reactants are [N+](=O)([O-])C1=CC=C(C=C1)CCN1CCC(CC1)NC(C1=CC=CC=C1)=O (1-[2-(p-Nitrophenyl)ethyl]-4-benzamidopiperidine). Reagents/catalysts: [Pt]=O (platinum oxide). The solvent is alcohol. Run at time 3 hour. The product is NC1=CC=C(C=C1)CCN1CCC(CC1)NC(C1=CC=CC=C1)=O (1-[2-(p-Aminophenyl)ethyl]-4-benzamidopiperidine). As a reaction SMILES: [N+:1]([C:4]1[CH:9]=[CH:8][C:7]([CH2:10][CH2:11][N:12]2[CH2:17][CH2:16][CH:15]([NH:18][C:19](=[O:26])[C:20]3[CH:25]=[CH:24][CH:23]=[CH:22][CH:21]=3)[CH2:14][CH2:13]2)=[CH:6][CH:5]=1)([O-])=O>[Pt]=O>[NH2:1][C:4]1[CH:9]=[CH:8][C:7]([CH2:10][CH2:11][N:12]2[CH2:13][CH2:14][CH:15]([NH:18][C:19](=[O:26])[C:20]3[CH:25]=[CH:24][CH:23]=[CH:22][CH:21]=3)[CH2:16][CH2:17]2)=[CH:6][CH:5]=1. Procedure details: 1-[2-(p-Nitrophenyl)ethyl]-4-benzamidopiperidine (3.0 g.) was hydrogenated in absolute alcohol (400 ml.) at 50 p.s.i. and 20° C. for 3 hours in the presence of 300 mg. of platinum oxide as catalyst. The catalyst was filtered off and the solution evaporated to give the crude product as a foam. Crystallisation from a mixture of benzene and n-hexane gave the title compound, m.p. 193°-195° C. (Found: C, 74.4; H, 7.9; N, 12.9. C20H25N3O requires C, 74.3; H, 7.8; N, 13.0%). Reactants: C(C)(C)(C)OC(NC1CCN(CC1)C1=C(C=C(C(=C1)N)N)C(NC1=CC=C2C=NNC2=C1)=O)=O ({1-[4,5-diamino-2-(1H-indazol-6-ylcarbamoyl)-phenyl]-piperidin-4-yl}-carbamic acid tert-butyl ester), N(=C=S)C1=C(C=CC=C1)C(F)(F)F (1-isothiocyanato-2-trifluoromethylbenzene), CN(C)C=O (DMF), C(CCl)Cl (EDC). The product is C(C)(C)(C)OC(NC1CCN(CC1)C1=CC2=C(N=C(N2)NC2=NC=CC=C2C)C=C1C(NC1=CC=C2C=NNC2=C1)=O)=O ({1-[6-(1H-Indazol-6-ylcarbamoyl)-2-(3-methylpyridin-2-ylamino)-3H-benzoimidazol-5-yl]-piperidin-4-yl}-carbamic acid tert-butyl ester). As a reaction SMILES: [C:1]([O:5][C:6](=[O:34])[NH:7][CH:8]1[CH2:13][CH2:12][N:11]([C:14]2[CH:19]=[C:18]([NH2:20])[C:17]([NH2:21])=[CH:16][C:15]=2[C:22](=[O:33])[NH:23][C:24]2[CH:32]=[C:31]3[C:27]([CH:28]=[N:29][NH:30]3)=[CH:26][CH:25]=2)[CH2:10][CH2:9]1)([CH3:4])([CH3:3])[CH3:2].[N:35]([C:38]1C=[CH:42][CH:41]=[CH:40][C:39]=1[C:44](F)(F)F)=[C:36]=S.C(Cl)CCl.C[N:53](C=O)C>>[C:1]([O:5][C:6](=[O:34])[NH:7][CH:8]1[CH2:9][CH2:10][N:11]([C:14]2[C:15]([C:22](=[O:33])[NH:23][C:24]3[CH:32]=[C:31]4[C:27]([CH:28]=[N:29][NH:30]4)=[CH:26][CH:25]=3)=[CH:16][C:17]3[N:21]=[C:36]([NH:35][C:38]4[C:39]([CH3:44])=[CH:40][CH:41]=[CH:42][N:53]=4)[NH:20][C:18]=3[CH:19]=2)[CH2:12][CH2:13]1)([CH3:4])([CH3:2])[CH3:3]. Procedure details: A solution of {1-[4,5-diamino-2-(1H-indazol-6-ylcarbamoyl)-phenyl]-piperidin-4-yl}-carbamic acid tert-butyl ester (0.3 mmol; see Example 155) in DMF (1 mL) was reacted with 1-isothiocyanato-2-trifluoromethylbenzene (0.3 mmol) followed by cyclization in situ using EDC as described in general procedure B to provide {{1-[6-(1H-Indazol-6-ylcarbamoyl)-2-(3-methylpyridin-2-ylamino)-3H-benzoimidazol-5-yl]-piperidin-4-yl}-carbamic acid tert-butyl ester. MS: m/z 582 (M+H)+. The reactants are [OH-].[Na+] (Sodium hydroxide), C(=O)OCCC1=C(N=CO1)C1=CC=CC=C1 (5-(2-formyloxyethyl)-4-phenyloxazole). Solvent: C(C)O (ethanol), O (water). Reaction conditions: time 30 minute. Yields the product OCCC1=C(N=CO1)C1=CC=CC=C1 (5-(2-hydroxyethyl)-4-phenyloxazole). Yield: 89.0%. As a reaction SMILES: [OH-].[Na+].C([O:5][CH2:6][CH2:7][C:8]1[O:12][CH:11]=[N:10][C:9]=1[C:13]1[CH:18]=[CH:17][CH:16]=[CH:15][CH:14]=1)=O>C(O)C.O>[OH:5][CH2:6][CH2:7][C:8]1[O:12][CH:11]=[N:10][C:9]=1[C:13]1[CH:18]=[CH:17][CH:16]=[CH:15][CH:14]=1 |f:0.1|. Procedure details: 2N Sodium hydroxide (40 ml) was added to a solution of 5-(2-formyloxyethyl)-4-phenyloxazole (12.9 g) in ethanol (40 ml). The mixture was stirred for 30 minutes, then diluted with water (80 ml) and extracted with ethyl acetate. The ethyl acetate layer was washed with water and dried over anhydrous magnesium sulfate. The solvent was then distilled off to give 10.0 g (97.3%) of 5-(2-hydroxyethyl)-4-phenyloxazole as an oil. Starting materials: ClCCCl, [H][H], N#Cc1c([N+](=O)[O-])sc2ccccc12. Yields the product N#Cc1c(N)sc2ccccc12. As a reaction SMILES: [Cl:17][CH2:18][CH2:19][Cl:20].[H:15][H:16].[N+:1]([O-:2])(=[O:3])[c:4]1[c:5]([C:13]#[N:14])[c:6]2[c:7]([s:8]1)[cH:9][cH:10][cH:11][cH:12]2>>[NH2:1][c:4]1[c:5]([C:13]#[N:14])[c:6]2[c:7]([s:8]1)[cH:9][cH:10][cH:11][cH:12]2. Starting materials: CC(C)(C)[Al+]C(C)(C)C, Cc1ccccc1, [H-], O=S(=O)(O)O, O=C(O)CCCc1nsc2ccccc12. Product: OCCCCc1nsc2ccccc12. As a reaction SMILES: [C:17]([Al+:18][C:19]([CH3:20])([CH3:21])[CH3:22])([CH3:23])([CH3:24])[CH3:25].[CH3:31][c:32]1[cH:33][cH:34][cH:35][cH:36][cH:37]1.[H-:16].[S:26](=[O:27])(=[O:28])([OH:29])[OH:30].[s:1]1[n:2][c:3]([CH2:10][CH2:11][CH2:12][C:13](=[O:14])[OH:15])[c:4]2[c:5]1[cH:6][cH:7][cH:8][cH:9]2>>[s:1]1[n:2][c:3]([CH2:10][CH2:11][CH2:12][CH2:13][OH:14])[c:4]2[c:5]1[cH:6][cH:7][cH:8][cH:9]2.